From a dataset of the Open Reaction Database (ORD), a public repository of structured organic reaction records. describe an organic reaction: reactants, conditions, products, and yield Reactants: CC1=CN(C2=CC=C(C=C12)OCC1=CC=CC=C1)N (3-methyl-5-(phenylmethoxy)-1H-indol-1-amine), CN1C(CCC1)=O (1-methyl-2-pyrrolidinone), Cl.ClC1=C(C=NC=C1)F (4-chloro-3-fluoro pyridine hydrochloride), C([O-])(O)=O.[Na+] (sodium bicarbonate). Run in C(C)(=O)OCC (ethyl acetate). Run at temperature 80 celsius. Yields the product FC=1C=NC=CC1NN1C=C(C2=CC(=CC=C12)OCC1=CC=CC=C1)C (1-[(3-Fluoro-4-pyridinyl)amino]-3-methyl-5-(phenylmethoxy)-1H-indole). The yield is 60.5%. Reaction SMILES: [CH3:1][C:2]1[C:10]2[C:5](=[CH:6][CH:7]=[C:8]([O:11][CH2:12][C:13]3[CH:18]=[CH:17][CH:16]=[CH:15][CH:14]=3)[CH:9]=2)[N:4]([NH2:19])[CH:3]=1.CN1CCCC1=O.Cl.Cl[C:29]1[CH:34]=[CH:33][N:32]=[CH:31][C:30]=1[F:35].C(=O)(O)[O-].[Na+]>C(OCC)(=O)C>[F:35][C:30]1[CH:31]=[N:32][CH:33]=[CH:34][C:29]=1[NH:19][N:4]1[C:5]2[C:10](=[CH:9][C:8]([O:11][CH2:12][C:13]3[CH:14]=[CH:15][CH:16]=[CH:17][CH:18]=3)=[CH:7][CH:6]=2)[C:2]([CH3:1])=[CH:3]1 |f:2.3,4.5|. Procedure details: To a solution consisting of 3-methyl-5-(phenylmethoxy)-1H-indol-1-amine (4.81 g) and 1-methyl-2-pyrrolidinone (83 ml) was added 4-chloro-3-fluoro pyridine hydrochloride (3.20 g). The resulting mixture was heated at 80° C. for 2 hours. Upon cooling to room temperature, dilute aqueous sodium bicarbonate and ethyl acetate were added to the reaction mixture. The layers were separated and the aqueous phase was extracted with EtOAc (3x). The combined organic layers were washed successively with water ...